This data is from the Open Reaction Database (ORD), a public repository of structured organic reaction records. The task is: describe an organic reaction: reactants, conditions, products, and yield Reactants: C(=O)(OC(C)(C)C)N[C@@H](C)C(=O)O (N-Boc-L-alanine), Cl.NN1C2=C(C3=C(C(C1=O)C)C=C(C=C3)F)C=CC=C2 (5-Amino-9-fluoro-7-methyl-5,7-dihydro-6H-dibenz[b,d]azepin-6-one Hydrochloride). Yields the product Cl.N[C@@H](C)C(=O)NN1C2=C(C3=C(C(C1=O)C)C=C(C=C3)F)C=CC=C2 (5-(L-Alaninyl)amino-9-fluoro-7-methyl-5,7-dihydro-6H-dibenz[b,d]azepin-6-one Hydrochloride). As a reaction SMILES: C([NH:8][C@H:9]([C:11](O)=[O:12])[CH3:10])(OC(C)(C)C)=O.[ClH:14].[NH2:15][N:16]1[C:22](=[O:23])[CH:21]([CH3:24])[C:20]2[CH:25]=[C:26]([F:29])[CH:27]=[CH:28][C:19]=2[C:18]2[CH:30]=[CH:31][CH:32]=[CH:33][C:17]1=2>>[ClH:14].[NH2:8][C@H:9]([C:11]([NH:15][N:16]1[C:22](=[O:23])[CH:21]([CH3:24])[C:20]2[CH:25]=[C:26]([F:29])[CH:27]=[CH:28][C:19]=2[C:18]2[CH:30]=[CH:31][CH:32]=[CH:33][C:17]1=2)=[O:12])[CH3:10] |f:1.2,3.4|. Procedure details: Following General Procedure D and using N-Boc-L-alanine (Aldrich) and 5-amino-9-fluoro-7-methyl-5,7-dihydro-6H-dibenz[b,d]azepin-6-one (Example 12), the title compound was prepared. Reactants: N[C@@H](CO)C1=NC=C2SC=CN21 (5-[(R)-1-amino-2-hydroxyethyl]imidazo[5,1-b]thiazole), C(C)(=O)OC[C@@H](NC(C(F)(F)F)=O)C1=NC=C2SC=CN21 (5-[(S)-2-acetoxy-1-(trifluoroacetylamino)-ethyl]imidazo[5,1-b]thiazole), aqueous solution, [OH-].[Na+] (sodium hydroxide), C([O-])([O-])=O.[K+].[K+] (potassium carbonate), C(C)(=O)OC(C)=O (acetic anhydride). Solvent: CO (Methanol), C(Cl)Cl (methylene chloride), CO (methanol), O (Water), C(=O)O (formic acid). Reaction conditions: time 14 hour. Yields the product C(=O)N[C@H](CO)C1=NC=C2SC=CN21 (5-((S)-1-formylamino-2-hydroxyethyl)imidazo[5,1-b]thiazole). Isolated yield 89.6%. Reaction SMILES: C([O:4][CH2:5][C@H:6]([C:14]1[N:21]2[C:17]([S:18][CH:19]=[CH:20]2)=[CH:16][N:15]=1)[NH:7][C:8](=[O:13])C(F)(F)F)(=O)C.[OH-].[Na+].N[C@H](C1N2C(SC=C2)=CN=1)CO.C(OC(=O)C)(=O)C.C(=O)([O-])[O-].[K+].[K+]>CO.O.C(O)=O.C(Cl)Cl>[CH:8]([NH:7][C@@H:6]([C:14]1[N:21]2[C:17]([S:18][CH:19]=[CH:20]2)=[CH:16][N:15]=1)[CH2:5][OH:4])=[O:13] |f:1.2,5.6.7|. Procedure: To the solution of 0.747 g of 5-[(S)-2-acetoxy-1-(trifluoroacetylamino)-ethyl]imidazo[5,1-b]thiazole in 10 ml of methanol was added 5 ml of an aqueous solution of 0.233 g of sodium hydroxide, and the mixture was then stirred at room temperature for 14 hours. The reaction mixture was concentrated to dryness under reduced pressure to give solid product containing 5-[(R)-1-amino-2-hydroxyethyl]imidazo[5,1-b]thiazole. To this product was added 50 ml of methylene chloride, and the mixture was stirred... Starting materials: COC(=O)c1ccc(NCc2cccc(Cl)c2)cn1, CN(C)C=O, ClCc1cccc(Cl)c1, Cl, [H-], [Na+]. The product is COC(=O)c1ccc(N(Cc2cccc(Cl)c2)Cc2cccc(Cl)c2)cn1. RXN SMILES: [CH3:1][O:2][C:3](=[O:4])[c:5]1[n:6][cH:7][c:8]([NH:11][CH2:12][c:13]2[cH:14][c:15]([Cl:19])[cH:16][cH:17][cH:18]2)[cH:9][cH:10]1.[CH3:32][N:33]([CH3:34])[CH:35]=[O:36].[Cl:22][c:23]1[cH:24][c:25]([CH2:26][Cl:27])[cH:28][cH:29][cH:30]1.[ClH:31].[H-:20].[Na+:21]>>[CH3:1][O:2][C:3](=[O:4])[c:5]1[n:6][cH:7][c:8]([N:11]([CH2:12][c:13]2[cH:14][c:15]([Cl:19])[cH:16][cH:17][cH:18]2)[CH2:26][c:25]2[cH:24][c:23]([Cl:22])[cH:30][cH:29][cH:28]2)[cH:9][cH:10]1. The reactants are NCC(=O)N[C@@H](CC1=CNC=N1)C(=O)O (glycyl-L-histidine), C(C)SC(N)=N (S-ethylisothiourea), C1=CC=C2C(=C1)C(=O)C(C2=O)(O)O (ninhydrin), C(C(=O)[O-])C(CC(=O)[O-])(C(=O)[O-])O.C(C(=O)[O-])C(CC(=O)[O-])(C(=O)[O-])O.O.[Na+].[Na+].[Na+].[K+].[K+].[K+] (CG-120), C(C)SC(N)=N (S-ethylisothiourea), [OH-].[Na+] (NaOH), NCC(=O)N[C@@H](CC1=CNC=N1)C(=O)O.Cl (Gly-His.HCl), OS(=O)(=O)O (H2SO4), Cl (HCl), N(C(=N)N)CC(=O)N[C@@H](CC1=CNC=N1)C(=O)O (guanidinoacetyl-L-histidine), OS(=O)(=O)O (H2SO4). Run in O (H2O), N1=CC=CC=C1 (pyridine), N1=CC=CC=C1 (pyridine), O (H2O), O (H2O), O (H2O), N1=CC=CC=C1 (pyridine), N1=CC=CC=C1 (pyridine). Product: N(C(=N)N)CC(=O)O (guanidinoacetic acid), N[C@@H](CC1=CNC=N1)C(=O)O (histidine). Reaction SMILES: NCC([NH:5][C@H:6]([C:13]([OH:15])=[O:14])[CH2:7][C:8]1[N:12]=[CH:11][NH:10][CH:9]=1)=O.C(SC(=N)N)C.OS(O)(=O)=O.[NH2:27]CC(N[C@H](C(O)=O)CC1N=CNC=1)=O.Cl.[OH-:43].[Na+].C(C(O)(C([O-])=O)CC([O-])=O)C([O-])=O.C(C(O)(C([O-])=O)CC([O-])=O)C([O-])=O.[OH2:71].[Na+].[Na+].[Na+].[K+].[K+].[K+].C1C=C2C(C(O)(O)C(=O)C2=CC=1)=O.N(CC(N[C@H](C(O)=O)CC1N=CNC=1)=O)C(N)=N.Cl>O.N1C=CC=CC=1>[NH:12]([CH2:8][C:9]([OH:71])=[O:43])[C:11]([NH2:10])=[NH:27].[NH2:5][C@H:6]([C:13]([OH:15])=[O:14])[CH2:7][C:8]1[N:12]=[CH:11][NH:10][CH:9]=1 |f:3.4,5.6,7.8.9.10.11.12.13.14.15|. Procedure: H2O (n=1) was prepared from glycyl-L-histidine and S-ethylisothiourea.H2SO4. Solutions of 1.50 g. of S-ethylisothiourea.H2SO4 in 5 ml of H2O and 1.74 g. of Gly-His.HCl in 3 ml of H2O were adjusted to pH 8-9 with 4 N NaOH. They were then mixed and kept at room temperature for a week. The cloudy suspension was filtered and the filtrate concentrated to dryness in vacuo. The residue, after addition of a small amount of EtOH, was dried in vacuo. A small amount of H2O was added to dissolve the dry res... The reactants are CC(C)(C)OC(=O)N1CCC(O)CC1, CS(=O)(=O)Cl, CN(C)c1ccncc1, ClCCl. Yields the product CC(C)(C)OC(=O)N1CCC(OS(C)(=O)=O)CC1. As a reaction SMILES: [C:1](=[O:2])([O:3][C:4]([CH3:5])([CH3:6])[CH3:7])[N:8]1[CH2:9][CH2:10][CH:11]([OH:14])[CH2:12][CH2:13]1.[CH3:15][S:16]([Cl:17])(=[O:18])=[O:19].[CH3:23][N:24]([c:25]1[cH:26][cH:27][n:28][cH:29][cH:30]1)[CH3:31].[Cl:20][CH2:21][Cl:22]>>[C:1](=[O:2])([O:3][C:4]([CH3:5])([CH3:6])[CH3:7])[N:8]1[CH2:9][CH2:10][CH:11]([O:14][S:16]([CH3:15])(=[O:18])=[O:19])[CH2:12][CH2:13]1. Reactants: ClC1=NC(=CC(N1C)=NC1=C(C=C(C=C1C)C)C)C1=CC(=C(C=C1)OC)OC (2-chloro-3,4-dihydro-6-(3,4-dimethoxyphenyl)-3-methyl-4-(2,4,6-trimethylphenylimino)pyrimidine), O.NN (hydrazine hydrate). Run in C(Cl)(Cl)Cl (chloroform). The product is COC=1C=C(C=CC1OC)C1=CC(N(C(=N1)NN)C)=NC1=C(C=C(C=C1C)C)C (3,4-dihydro-6-(3,4-dimethoxyphenyl)-2-hydrazino-3-methyl-4-(2,4,6-trimethylphenylimino)pyrimidine). Reaction SMILES: Cl[C:2]1[N:7]([CH3:8])[C:6](=[N:9][C:10]2[C:15]([CH3:16])=[CH:14][C:13]([CH3:17])=[CH:12][C:11]=2[CH3:18])[CH:5]=[C:4]([C:19]2[CH:24]=[CH:23][C:22]([O:25][CH3:26])=[C:21]([O:27][CH3:28])[CH:20]=2)[N:3]=1.O.[NH2:30][NH2:31]>C(Cl)(Cl)Cl>[CH3:28][O:27][C:21]1[CH:20]=[C:19]([C:4]2[N:3]=[C:2]([NH:30][NH2:31])[N:7]([CH3:8])[C:6](=[N:9][C:10]3[C:15]([CH3:16])=[CH:14][C:13]([CH3:17])=[CH:12][C:11]=3[CH3:18])[CH:5]=2)[CH:24]=[CH:23][C:22]=1[O:25][CH3:26] |f:1.2|. Reported procedure: To a suspension of 2-chloro-3,4-dihydro-6-(3,4-dimethoxyphenyl)-3-methyl-4-(2,4,6-trimethylphenylimino)pyrimidine (10.0 g) in chloroform (100 ml) was added hydrazine hydrate (3.66 ml). The mixture was refluxed for 6 hours. The reaction mixture was evaporated in vacuo. The residue was chromatographed on silica gel using chloroform to give 3,4-dihydro-6-(3,4-dimethoxyphenyl)-2-hydrazino-3-methyl-4-(2,4,6-trimethylphenylimino)pyrimidine (3.46 g).